describe an organic reaction: reactants, conditions, products, and yield From a dataset of the Open Reaction Database (ORD), a public repository of structured organic reaction records. Starting materials: NC=1OCC(N1)C1=CC=C(C=C1)NC(C1=CC=C(C=C1)Cl)=O ((RS)—N-[4-(2-amino-4,5-dihydro-oxazol-4-yl)-phenyl]-4-chloro-benzamide), C(=O)[O-].[NH4+] (ammonium formate). Reagents/catalysts: [Pd] (palladium on charcoal). Run in CO (methanol). Conditions: temperature 60 celsius. Product: NC=1OCC(N1)C1=CC=C(C=C1)NC(C1=CC=CC=C1)=O ((RS)—N-[4-(2-amino-4,5-dihydro-oxazol-4-yl)-phenyl]-benzamide). Isolated yield 44.9%. RXN SMILES: [NH2:1][C:2]1[O:3][CH2:4][CH:5]([C:7]2[CH:12]=[CH:11][C:10]([NH:13][C:14](=[O:22])[C:15]3[CH:20]=[CH:19][C:18](Cl)=[CH:17][CH:16]=3)=[CH:9][CH:8]=2)[N:6]=1.C([O-])=O.[NH4+]>CO.[Pd]>[NH2:1][C:2]1[O:3][CH2:4][CH:5]([C:7]2[CH:8]=[CH:9][C:10]([NH:13][C:14](=[O:22])[C:15]3[CH:20]=[CH:19][CH:18]=[CH:17][CH:16]=3)=[CH:11][CH:12]=2)[N:6]=1 |f:1.2|. Procedure: To a stirred suspension of (RS)—N-[4-(2-amino-4,5-dihydro-oxazol-4-yl)-phenyl]-4-chloro-benzamide (50 mg) in methanol (3 ml) were added ammonium formate (100 mg) and palladium on charcoal (13 mg, 10 wt %) and the mixture was heated at 60° C. for 2 hours. The mixture was then cooled to room temperature, filtered through celite and the filtrate was concentrated in vacuo. The residue was taken up in ethyl acetate/THF (1:1) and this solution was washed sequentially with saturated aq. sodium bicarbon... RXN SMILES: [CH3:47][OH:48].[ClH:38].[NH2:39][OH:40].[OH:1][c:2]1[cH:3][c:4]2[c:9]([cH:10][c:11]1[C:12]([CH2:13][C:14]([CH3:15])([CH3:16])[CH3:17])([CH3:18])[CH3:19])[O:8][C:7]([CH3:20])([CH2:21][O:22][c:23]1[cH:24][cH:25][c:26]([CH2:27][CH:28]3[C:29](=[O:34])[NH:30][C:31](=[O:33])[S:32]3)[cH:35][cH:36]1)[CH2:6][C:5]2=[O:37].[cH:41]1[cH:42][cH:43][n:44][cH:45][cH:46]1>>[OH:1][c:2]1[cH:3][c:4]2[c:9]([cH:10][c:11]1[C:12]([CH2:13][C:14]([CH3:15])([CH3:16])[CH3:17])([CH3:18])[CH3:19])[O:8][C:7]([CH3:20])([CH2:21][O:22][c:23]1[cH:24][cH:25][c:26]([CH2:27][CH:28]3[C:29](=[O:34])[NH:30][C:31](=[O:33])[S:32]3)[cH:35][cH:36]1)[CH2:6][C:5]2=[N:39][OH:40]. Reactants: CO, Cl, NO, CC(C)(C)CC(C)(C)c1cc2c(cc1O)C(=O)CC(C)(COc1ccc(CC3SC(=O)NC3=O)cc1)O2, c1ccncc1. Product: CC(C)(C)CC(C)(C)c1cc2c(cc1O)C(=NO)CC(C)(COc1ccc(CC3SC(=O)NC3=O)cc1)O2. Starting materials: COC=1C=CC2=C(N(C(C=N2)=O)CCN2C[C@@H](CCC2)CNC(OCC2=CC=CC=C2)=O)N1 (phenylmethyl [((3S)-1-{2-[6-(methyloxy)-3-oxopyrido[2,3-b]pyrazin-4(3H)-yl]ethyl}-3-piperidinyl)methyl]carbamate). The reagents and catalysts are [Pd] (Pd/C), O=[Mn]=O (MnO2). Run in CO (MeOH). Run at time 3 hour. Yields the product NC[C@H]1CN(CCC1)CCN1C2=C(N=CC1=O)C=CC(=N2)OC (4-{2-[(3S)-3-(Aminomethyl)-1-piperidinyl]ethyl}-6-(methyloxy)pyrido[2,3-b]pyrazin-3(4H)-one). RXN SMILES: [CH3:1][O:2][C:3]1[CH:4]=[CH:5][C:6]2[N:11]=[CH:10][C:9](=[O:12])[N:8]([CH2:13][CH2:14][N:15]3[CH2:20][CH2:19][CH2:18][C@@H:17]([CH2:21][NH:22]C(=O)OCC4C=CC=CC=4)[CH2:16]3)[C:7]=2[N:33]=1>CO.[Pd].O=[Mn]=O>[NH2:22][CH2:21][C@@H:17]1[CH2:18][CH2:19][CH2:20][N:15]([CH2:14][CH2:13][N:8]2[C:9](=[O:12])[CH:10]=[N:11][C:6]3[CH:5]=[CH:4][C:3]([O:2][CH3:1])=[N:33][C:7]2=3)[CH2:16]1. Procedure details: To a solution of phenylmethyl [((3S)-1-{2-[6-(methyloxy)-3-oxopyrido[2,3-b]pyrazin-4(3H)-yl]ethyl}-3-piperidinyl)methyl]carbamate (0.37 g, 0.83 mmol) in MeOH (20 mL) was added 10% Pd/C (0.10 g). The solution was hydrogenated on a Parr apparatus at 50 PSI for 3 h. The Pd/C catalyst was filtered off, MnO2 (0.22 g, 2.48 mmol) was added, and the solution stirred at ambient temperature for 16 h. The MnO2 was filtered off and the crude material (yellowish oil) was used without further purification (0.... Starting materials: OCc1ccc(Br)nc1, BrC(Br)(Br)Br, ClCCl, c1ccc(P(c2ccccc2)c2ccccc2)cc1. Product: BrCc1ccc(Br)nc1. As a reaction SMILES: [Br:1][c:2]1[cH:3][cH:4][c:5]([CH2:8][OH:9])[cH:6][n:7]1.[C:29]([Br:30])([Br:31])([Br:32])[Br:33].[Cl:34][CH2:35][Cl:36].[c:10]1([P:11]([c:12]2[cH:13][cH:14][cH:15][cH:16][cH:17]2)[c:18]2[cH:19][cH:20][cH:21][cH:22][cH:23]2)[cH:24][cH:25][cH:26][cH:27][cH:28]1>>[Br:1][c:2]1[cH:3][cH:4][c:5]([CH2:8][Br:30])[cH:6][n:7]1. Reactants: N(N)C(=O)OC(C)(C)C (tert-butyl hydrazinecarboxylate), CC1(C(CCC1)=O)C (2,2-dimethylcyclopentanone). Solvent: CO (methanol). The product is CC1(C(CCC1)=NNC(=O)OC(C)(C)C)C (tert-butyl 2-(2,2-dimethylcyclopentylidene)hydrazinecarboxylate). Isolated yield 76.9%. Reaction SMILES: [NH:1]([C:3]([O:5][C:6]([CH3:9])([CH3:8])[CH3:7])=[O:4])[NH2:2].[CH3:10][C:11]1([CH3:17])[CH2:15][CH2:14][CH2:13][C:12]1=O>CO>[CH3:10][C:11]1([CH3:17])[CH2:15][CH2:14][CH2:13][C:12]1=[N:2][NH:1][C:3]([O:5][C:6]([CH3:9])([CH3:8])[CH3:7])=[O:4]. Procedure details: A solution of tert-butyl hydrazinecarboxylate (4.1 g) and 2,2-dimethylcyclopentanone (3.5 g) in methanol (50 mL) was stirred at 70° C. for 4 hr. The reaction mixture was concentrated under reduced pressure, and the residue was washed with diethyl ether to give the title compound (5.4 g). 1H NMR (400 MHz, CDCl3) δ 1.17 (6H, s), 1.50 (9H, s), 1.61-1.64 (2H, t, J=6.8 Hz), 1.80-1.87 (2H, m), 2.24-2.27 (2H, t, J=7.2 Hz), 7.12 (1H, brs). The reactants are C1CCOC1, [K+], C1COCCO1, [OH-], O, CCOC(=O)COc1nn2c(N3CCN(C)CC3)cc(C)nc2c1S(=O)(=O)c1ccccc1. Product: Cc1cc(N2CCN(C)CC2)n2nc(OCCO)c(S(=O)(=O)c3ccccc3)c2n1. RXN SMILES: [CH2:43]1[O:44][CH2:45][CH2:46][CH2:47]1.[K+:2].[O:37]1[CH2:38][CH2:39][O:40][CH2:41][CH2:42]1.[OH-:1].[OH2:36].[c:3]1([S:9](=[O:10])(=[O:11])[c:12]2[c:13]([O:29][CH2:30][C:31](=[O:32])[O:33][CH2:34][CH3:35])[n:14][n:15]3[c:16]2[n:17][c:18]([CH3:28])[cH:19][c:20]3[N:21]2[CH2:22][CH2:23][N:24]([CH3:27])[CH2:25][CH2:26]2)[cH:4][cH:5][cH:6][cH:7][cH:8]1>>[c:3]1([S:9](=[O:10])(=[O:11])[c:12]2[c:13]([O:29][CH2:30][CH2:31][OH:32])[n:14][n:15]3[c:16]2[n:17][c:18]([CH3:28])[cH:19][c:20]3[N:21]2[CH2:22][CH2:23][N:24]([CH3:27])[CH2:25][CH2:26]2)[cH:4][cH:5][cH:6][cH:7][cH:8]1.